Dataset: the Open Reaction Database (ORD), a public repository of structured organic reaction records. Task: describe an organic reaction: reactants, conditions, products, and yield Starting materials: [Si](C)(C)(C(C)(C)C)OCC1=C(C(=CC=C1C)OCOC)C1(CCC1)O (1-[2-[[tert-butyl(dimethyl)silyl]oxymethyl]-6-(methoxymethoxy)-3-methyl-phenyl]cyclobutanol), [Si](C)(C)(C(C)(C)C)OCC1=C(C(=CC=C1C)OCOC)C1(CCC1)O (1-[2-[[tert-butyl(dimethyl)silyl]oxymethyl]-6-(methoxymethoxy)-3-methyl-phenyl]cyclobutanol). The reagents and catalysts are S(O)(O)(=O)=O (Sulphuric Acid). The solvent is C(C)(=O)OCC (Ethyl Acetate), C(C)(=O)OCC (Ethyl Acetate). Run at time 2 hour. Yields the product CC1=CC=C(C2=C1COC21CCC1)O (7-methylspiro[1H-isobenzofuran-3,1′-cyclobutane]-4-ol). The yield is 77.1%. Reaction SMILES: [Si](O[CH2:9][C:10]1[C:15]([CH3:16])=[CH:14][CH:13]=[C:12]([O:17]COC)[C:11]=1[C:21]1([OH:25])[CH2:24][CH2:23][CH2:22]1)(C(C)(C)C)(C)C>C(OCC)(=O)C.S(=O)(=O)(O)O>[CH3:16][C:15]1[C:10]2[CH2:9][O:25][C:21]3([CH2:22][CH2:23][CH2:24]3)[C:11]=2[C:12]([OH:17])=[CH:13][CH:14]=1. Procedure: To a solution of 1-[2-[[tert-butyl(dimethyl)silyl]oxymethyl]-6-(methoxymethoxy)-3-methyl-phenyl]cyclobutanol (Intermediate 175, 0.05 g, 0.136 mmoli) in Ethyl Acetate (5 ml), Sulphuric Acid (96%, 2 drops) was added at room temperature and the reaction mixture was stirred for 2 h. Ethyl Acetate (20 ml) was added and the organic phase was washed with brine (2×50 ml), dried over sodium sulphate and evaporated. The residue was purified by flash chromatography (Biotage system) on silica gel using a 10... Starting materials: [N+](=[N-])=C(C(=O)OCC)C(=O)C1=C(C=CC=C1)F (Ethyl 2-diazo-3-(2-fluorophenyl)-3-oxopropanoate), C(CCC)P(CCCC)CCCC (tri-n-butylphosphine). Solvent: C(C)#N (acetonitrile). Run at temperature 0 celsius. The product is FC1=C(C=CC=C1)C(C(C(=O)OCC)=NN)=O (ethyl 3-(2-fluorophenyl)-2-hydrazono-3-oxopropanoate). RXN SMILES: [N+:1](=[C:3]([C:9]([C:11]1[CH:16]=[CH:15][CH:14]=[CH:13][C:12]=1[F:17])=[O:10])[C:4]([O:6][CH2:7][CH3:8])=[O:5])=[N-:2].C(P(CCCC)CCCC)CCC>C(#N)C>[F:17][C:12]1[CH:13]=[CH:14][CH:15]=[CH:16][C:11]=1[C:9](=[O:10])[C:3](=[N:1][NH2:2])[C:4]([O:6][CH2:7][CH3:8])=[O:5]. Procedure: Ethyl 2-diazo-3-(2-fluorophenyl)-3-oxopropanoate (1.06 g, 4.49 mmol) was dissolved in acetonitrile (20 mL), cooled to 0° C. and treated with tri-n-butylphosphine (1.16 mL, 4.71 mmol, 1.05 equiv). The mixture was warmed to ambient temperature and after 10 minutes, was concentrated in vacuo. The residue was purified via silica gel gradient chromatography (100:0 to 75:25; hexanes:ethyl acetate) to provide the titled compound. The reactants are C(C)N1N=CC=2C1=NC1=CC=CC=C1C2Cl (1-ethyl-4-chloro-1H-pyrazolo[3,4-b]quinoline), CS(=O)C (DMSO), NCC1=NC=CC=C1 (2-aminomethylpyridine), CS(=O)(=O)O (methanesulfonic acid). Run in CO (methanol), O (water). Conditions: temperature 110 celsius. Yields the product C(C)N1N=CC=2C1=NC1=CC=CC=C1C2NCC2=NC=CC=C2 (1-ethyl-N-(2-pyridinylmethyl)-1H-pyrazolo[3,4-b]quinolin-4-amine). The yield is 76.7%. RXN SMILES: [CH2:1]([N:3]1[C:7]2=[N:8][C:9]3[C:14]([C:15](Cl)=[C:6]2[CH:5]=[N:4]1)=[CH:13][CH:12]=[CH:11][CH:10]=3)[CH3:2].CS(C)=O.[NH2:21][CH2:22][C:23]1[CH:28]=[CH:27][CH:26]=[CH:25][N:24]=1.CS(O)(=O)=O>CO.O>[CH2:1]([N:3]1[C:7]2=[N:8][C:9]3[C:14]([C:15]([NH:21][CH2:22][C:23]4[CH:28]=[CH:27][CH:26]=[CH:25][N:24]=4)=[C:6]2[CH:5]=[N:4]1)=[CH:13][CH:12]=[CH:11][CH:10]=3)[CH3:2]. Reported procedure: A mixture of 1-ethyl-4-chloro-1H-pyrazolo[3,4-b]quinoline (1.0 g, 0.0043 mol), DMSO (3 mL) and 2-aminomethylpyridine (0.9 mL, 0.0086 mol) was heated at 110° C. overnight. The reaction mixture was cooled and then was poured into water. The mixture was extracted with CH2Cl2 and then the CH2Cl2 layer was evaporated. The residue was purified by column chromatography on silica gel eluting with 20% hexane/ethyl acetate to afford the product as the free base. The free base was then dissolved in methano... Starting materials: CC1=CC=C(C(N)=NO)C=C1 (4-methylbenzamidoxime), solution, CC(C)([O-])C.[K+] (potassium tert-butoxide), C(C)(C)(C)C1=NN=C2N1CCC(C2)C(=O)OCC (ethyl 3-t-butyl-5,6,7,8-tetrahydro[1,2,4]triazolo[4,3-a]pyridine-7-carboxylate), C([O-])(O)=O.[Na+] (sodium bicarbonate). Solvent: C(C)(=O)OCC (ethyl acetate), O1CCCC1 (tetrahydrofuran). Yields the product C(C)(C)(C)C1=NN=C2N1CCC(C2)C2=NC(=NO2)C2=CC=C(C=C2)C (5-(3-tert-butyl-5,6,7,8-tetrahydro[1,2,4]triazolo[4,3-a]pyridin-7-yl)-3-(p-tolyl)-1,2,4-oxadiazole). The yield is 49.0%. As a reaction SMILES: [CH3:1][C:2]1[CH:11]=[CH:10][C:5]([C:6](=[N:8][OH:9])[NH2:7])=[CH:4][CH:3]=1.CC(C)([O-])C.[K+].[C:18]([C:22]1[N:26]2[CH2:27][CH2:28][CH:29]([C:31](OCC)=O)[CH2:30][C:25]2=[N:24][N:23]=1)([CH3:21])([CH3:20])[CH3:19].C(=O)(O)[O-].[Na+]>O1CCCC1.C(OCC)(=O)C>[C:18]([C:22]1[N:26]2[CH2:27][CH2:28][CH:29]([C:31]3[O:9][N:8]=[C:6]([C:5]4[CH:4]=[CH:3][C:2]([CH3:1])=[CH:11][CH:10]=4)[N:7]=3)[CH2:30][C:25]2=[N:24][N:23]=1)([CH3:21])([CH3:19])[CH3:20] |f:1.2,4.5|. Procedure: Add 4-methylbenzamidoxime (1.44 g, 9.3 mmol) to a 1M solution of potassium tert-butoxide (8.6 mL, 8.6 mmol) diluted with tetrahydrofuran (120 mL). Add ethyl 3-t-butyl-5,6,7,8-tetrahydro[1,2,4]triazolo[4,3-a]pyridine-7-carboxylate (2.0 g, 7.2 mmol) and stir overnight at room temperature. Dissolve the reaction in a 1:1 mixture of half saturated aqueous sodium bicarbonate and ethyl acetate. Separate the phases and extract the aqueous phase with ethyl acetate. Wash the combined organic layers with a... The reactants are ClC=1C=CC(=C(C1)C(C)(C)C1=C(C=CC(=C1)F)OC)O (2-(5-chloro-2-hydroxyphenyl)-2-(5-fluoro-2-methoxyphenyl)propane), C(C)(C)(C1=C(C=CC(=C1)F)O)C1=C(C=CC(=C1)F)O (2,2'-isopropylidene bis(4-fluorophenol)). Product: ClC=1C=CC(=C(C1)C(C)(C)C1=C(C=CC(=C1)F)O)O (2-(5-chloro-2-hydroxyphenyl)-2-(5-fluoro-2-hydroxyphenyl)propane). RXN SMILES: [Cl:1][C:2]1[CH:3]=[CH:4][C:5]([OH:20])=[C:6]([C:8]([C:11]2[CH:16]=[C:15]([F:17])[CH:14]=[CH:13][C:12]=2[O:18]C)([CH3:10])[CH3:9])[CH:7]=1.C(C1C=C(F)C=CC=1O)(C1C=C(F)C=CC=1O)(C)C>>[Cl:1][C:2]1[CH:3]=[CH:4][C:5]([OH:20])=[C:6]([C:8]([C:11]2[CH:16]=[C:15]([F:17])[CH:14]=[CH:13][C:12]=2[OH:18])([CH3:10])[CH3:9])[CH:7]=1. Reported procedure: 2-(5-chloro-2-hydroxyphenyl)-2-(5-fluoro-2-hydroxyphenyl)propane (m.p. 125° C.) was prepared from 2-(5-chloro-2-hydroxyphenyl)-2-(5-fluoro-2-methoxyphenyl)propane following the method described in Example 3 for the preparation of 2,2'-isopropylidene bis(4-fluorophenol). Reactants: ClCCCCCOC1=C(C=CC=C1)OC (1-(5-chloropentoxy)-2-methoxybenzene), C(#N)C1=CC=C(C=C1)O (4-Cyanophenol), [I-].[K+] (potassium iodide), C([O-])([O-])=O.[K+].[K+] (potassium carbonate). Solvent: CS(=O)C (dimethyl sulfoxide). Reaction conditions: time 8 hour. Product: COC1=C(OCCCCCOC2=CC=C(C#N)C=C2)C=CC=C1 (4-[5-(2-methoxyphenoxy)pentoxy]benzonitrile). Reaction SMILES: [C:1]([C:3]1[CH:8]=[CH:7][C:6]([OH:9])=[CH:5][CH:4]=1)#[N:2].C(=O)([O-])[O-].[K+].[K+].[I-].[K+].Cl[CH2:19][CH2:20][CH2:21][CH2:22][CH2:23][O:24][C:25]1[CH:30]=[CH:29][CH:28]=[CH:27][C:26]=1[O:31][CH3:32]>CS(C)=O>[CH3:32][O:31][C:26]1[CH:27]=[CH:28][CH:29]=[CH:30][C:25]=1[O:24][CH2:23][CH2:22][CH2:21][CH2:20][CH2:19][O:9][C:6]1[CH:7]=[CH:8][C:3]([C:1]#[N:2])=[CH:4][CH:5]=1 |f:1.2.3,4.5|. Procedure details: 4-Cyanophenol (742 g, 6.23 mol) is dissolved in dimethyl sulfoxide (7.30 L) and to this solution is added powdered anhydrous potassium carbonate (883 g, 6.30 mol), potassium iodide (1.05 kg, 6.30 mol) and finally 1-(5-chloropentoxy)-2-methoxybenzene (1.44 kg, 6.29 mol). This suspension is heated at 80°-82° C. for 7 hours and the heating bath is then removed. After stirring overnight at room temperature, the mixture is poured onto cold water (29 L) and the product precipitates. This mixture is th... The reactants are Cl (hydrochloric acid), C([O-])([O-])=O.[K+].[K+] (Potassium carbonate), CN=C=O (methyl isocyanate), C(C)C=1C(=NNC1C)OC1=C(C=C(C=C1)[N+](=O)[O-])C(F)(F)F (4-ethyl-5-methyl-3-(4-nitro-2-trifluoromethylphenyloxy)pyrazole). Conditions: time 8 hour. The product is CNC(=O)N1N=C(C(=C1C)CC)OC1=C(C=C(C=C1)[N+](=O)[O-])C(F)(F)F (N-methyl-4-ethyl-5-methyl-3-(4-nitro-2-trifluoromethylphenyloxy)pyrazole-1-carboxamide). The solvent is C(C)(=O)OCC (ethyl acetate). Procedure: Potassium carbonate (0.50 g, 3.6 mmol) and methyl isocyanate (0.17 g, 3.0 mmol) were added to a solution of 4-ethyl-5-methyl-3-(4-nitro-2-trifluoromethylphenyloxy)pyrazole (1.13 g, 3.6 mmol) in ethyl acetate (15 ml), and the mixture was stirred at room temperature overnight. After completion of the reaction, the reaction mixture was poured into 2N hydrochloric acid and extracted with diethyl ether (20 ml×3). An organic layer was washed with water, dried over anhydrous magnesium sulfate and filte... Yield: 63.6%. As a reaction SMILES: C(=O)([O-])[O-].[K+].[K+].[CH3:7][N:8]=[C:9]=[O:10].[CH2:11]([C:13]1[C:14]([O:19][C:20]2[CH:25]=[CH:24][C:23]([N+:26]([O-:28])=[O:27])=[CH:22][C:21]=2[C:29]([F:32])([F:31])[F:30])=[N:15][NH:16][C:17]=1[CH3:18])[CH3:12].Cl>C(OCC)(=O)C>[CH3:7][NH:8][C:9]([N:16]1[C:17]([CH3:18])=[C:13]([CH2:11][CH3:12])[C:14]([O:19][C:20]2[CH:25]=[CH:24][C:23]([N+:26]([O-:28])=[O:27])=[CH:22][C:21]=2[C:29]([F:30])([F:31])[F:32])=[N:15]1)=[O:10] |f:0.1.2|. Reactants: solution, C(CCC)[Li] (n-butyllithium), CC1=C(C=C(C=C1)Br)C(F)(F)F (4-methyl-3-(trifluoromethyl)bromobenzene), COB(OC)C (trimethylboronic acid), Cl (hydrochloric acid). Solvent: CCCCCC (hexane), C1CCOC1 (THF), C1CCOC1 (THF). Reaction conditions: temperature -78 celsius, time 2 hour. The product is CC1=C(C=C(C=C1)B(O)O)C(F)(F)F ([4-Methyl-3-(trifluoromethyl)phenyl]boronic acid). Reaction SMILES: C([Li])CCC.[CH3:6][C:7]1[CH:12]=[CH:11][C:10](Br)=[CH:9][C:8]=1[C:14]([F:17])([F:16])[F:15].C[O:19][B:20](C)[O:21]C.Cl>CCCCCC.C1COCC1>[CH3:6][C:7]1[CH:12]=[CH:11][C:10]([B:20]([OH:21])[OH:19])=[CH:9][C:8]=1[C:14]([F:17])([F:16])[F:15]. Procedure details: At −78° C., 9.2 ml (1.5 g, 23.0 mmol) of a 2.5M solution of n-butyllithium in hexane were initially charged in 30 ml of THF. 5.0 g (20.9 mmol) of 4-methyl-3-(trifluoromethyl)bromobenzene were dissolved in 15 ml of THF and slowly added dropwise. 3.3 g (31.4 mmol) of trimethylboronic acid were then added dropwise. The mixture was stirred at −78° C. for 2 h, and 11 ml of 2 N hydrochloric acid were then added. The mixture was allowed to warm to RT, and the organic phase was separated off. The solven... Starting materials: CN(C)CCCCl, CC1(C)C2CCC1(C)C(O)(Cc1ccc(Cl)cc1)C2, [NH2-], [Na]. Product: CN(C)CCCOC1(Cc2ccc(Cl)cc2)CC2CCC1(C)C2(C)C. Reaction SMILES: [CH3:22][N:23]([CH2:24][CH2:25][CH2:26][Cl:27])[CH3:28].[Cl:3][c:4]1[cH:5][cH:6][c:7]([CH2:8][C:9]2([OH:19])[C:10]3([CH3:18])[CH2:11][CH2:12][CH:13]([CH2:14]2)[C:15]3([CH3:16])[CH3:17])[cH:20][cH:21]1.[NH2-:2].[Na:1]>>[Cl:3][c:4]1[cH:5][cH:6][c:7]([CH2:8][C:9]2([O:19][CH2:26][CH2:25][CH2:24][N:23]([CH3:22])[CH3:28])[C:10]3([CH3:18])[CH2:11][CH2:12][CH:13]([CH2:14]2)[C:15]3([CH3:16])[CH3:17])[cH:20][cH:21]1.